describe an organic reaction: reactants, conditions, products, and yield From a dataset of the Open Reaction Database (ORD), a public repository of structured organic reaction records. RXN SMILES: [C:1](=[O:2])([O:3][CH2:4][c:5]1[cH:6][cH:7][cH:8][cH:9][cH:10]1)[N:11]1[CH:12]([CH3:14])[CH2:13]1.[CH3:15][C:16]1([CH3:24])[CH:17]([OH:23])[C:18]([CH3:21])([CH3:22])[CH2:19][CH2:20]1.[Cl:30][CH2:31][Cl:32].[Na+:29].[O-:25][C:26]([OH:27])=[O:28]>>[C:1](=[O:2])([O:3][CH2:4][c:5]1[cH:6][cH:7][cH:8][cH:9][cH:10]1)[NH:11][CH:12]([CH2:13][O:23][CH:17]1[C:16]([CH3:15])([CH3:24])[CH2:20][CH2:19][C:18]1([CH3:21])[CH3:22])[CH3:14]. Starting materials: CC1CN1C(=O)OCc1ccccc1, CC1(C)CCC(C)(C)C1O, ClCCl, [Na+], O=C([O-])O. Product: CC(COC1C(C)(C)CCC1(C)C)NC(=O)OCc1ccccc1. Reported procedure: The title compound is obtained as a beige solid (103 mg) in analogy to 2-methylamino-6-propyl-pyrimidine-4-carboxylic acid starting from 6-isobutyl-2-methanesulfonyl-pyrimidine-4-carboxylic acid and isopropylamine; LC-MS: tR=0.77 min, [M+H]+=238.04. Starting materials: CNC1=NC(=CC(=N1)C(=O)O)CCC (2-methylamino-6-propyl-pyrimidine-4-carboxylic acid), C(C(C)C)C1=CC(=NC(=N1)S(=O)(=O)C)C(=O)O (6-isobutyl-2-methanesulfonyl-pyrimidine-4-carboxylic acid), C(C)(C)N (isopropylamine). The product is C(C(C)C)C1=CC(=NC(=N1)NC(C)C)C(=O)O (6-Isobutyl-2-isopropylamino-pyrimidine-4-carboxylic acid), solid. RXN SMILES: CNC1N=C(C(O)=O)[CH:6]=[C:5]([CH2:12]CC)[N:4]=1.[CH2:15]([C:19]1[N:24]=[C:23](S(C)(=O)=O)[N:22]=[C:21]([C:29]([OH:31])=[O:30])[CH:20]=1)[CH:16]([CH3:18])[CH3:17].C(N)(C)C>>[CH2:15]([C:19]1[N:24]=[C:23]([NH:4][CH:5]([CH3:12])[CH3:6])[N:22]=[C:21]([C:29]([OH:31])=[O:30])[CH:20]=1)[CH:16]([CH3:18])[CH3:17]. Reactants: CS(=O)(=NS(=O)(=O)CC[Si](C)(C)C)C1=CC=C(C=C1)OC (S-methyl-S-(4-methoxyphenyl)-N-[[2-(trimethylsilyl)ethyl]sulfonyl]-sulfoximine), CCCC[N+](CCCC)(CCCC)CCCC.[F-] (TBAF). Run at temperature 120 celsius. Yields the product COC1=CC=C(C=C1)S(=O)(=N)C (S-(4-methoxyphenyl)-S-methyl-sulfoximine). Isolated yield 95.0%. As a reaction SMILES: [CH3:1][S:2]([C:14]1[CH:19]=[CH:18][C:17]([O:20][CH3:21])=[CH:16][CH:15]=1)(=[N:4]S(CC[Si](C)(C)C)(=O)=O)=[O:3].CCCC[N+](CCCC)(CCCC)CCCC.[F-]>>[CH3:21][O:20][C:17]1[CH:16]=[CH:15][C:14]([S:2]([CH3:1])(=[NH:4])=[O:3])=[CH:19][CH:18]=1 |f:1.2|. Procedure details: A mixture of S-methyl-S-(4-methoxyphenyl)-N-[[2-(trimethylsilyl)ethyl]sulfonyl]-sulfoximine (2.9 g, 8.3 mmol) and 1.0 M of TBAF (12.5 mL, 12.5 mmol, 1.5 eq.) was heated in a microwave at 120° C. for 20 minutes. After cooling to room temperature, the solvent was evaporated and the resulting mixture was purified by silica gel column chromatography (elution with 100% EtOAc) to provide the title compound (1.46 g, yield 96%). 1H NMR (300 MHz, CDCl3) δ 7.92 (d, J=9.0 Hz, 2H), 6.99 (d, J=9 Hz, 2H), 3.8... Reactants: CNC1=NC(=C(C=C1[N+](=O)[O-])[N+](=O)[O-])NC (2,6-di(methylamino)-3,5-dinitropyridine), CS(=O)(=O)O (methanesulfonic acid), [H][H] (hydrogen), [H][H] (hydrogen). The reagents and catalysts are [Pd].C (Pd charcoal). Solvent: CO (methanol). Product: trimethanesulfonate, NC=1C(=NC(=C(C1)N)NC)NC (3,5-diamino-2,6-di(methylamino)pyridine). RXN SMILES: [CH3:1][NH:2][C:3]1[C:8]([N+:9]([O-])=O)=[CH:7][C:6]([N+:12]([O-])=O)=[C:5]([NH:15][CH3:16])[N:4]=1.CS(O)(=O)=O.[H][H]>[Pd].C.CO>[NH2:9][C:8]1[C:3]([NH:2][CH3:1])=[N:4][C:5]([NH:15][CH3:16])=[C:6]([NH2:12])[CH:7]=1 |f:3.4|. Reported procedure: A 250 ml Parr bottle was charged with 2,6-di(methylamino)-3,5-dinitropyridine (20.0 g, 0.088 mole), 30 ml methanesulfonic acid, 200 ml methanol and 1.0 g 5% Pd/charcoal catalyst. The mixture was subjected to hydrogenation at ambient temperature with an initial hydrogen pressure of 65 psig. When no further uptake of hydrogen was observed, the mixture was treated with anhydrous silica gel (25 g), filtered free of catalyst and drying agent under a nitrogen atmosphere, and methanol removed under vac... Starting materials: B, COc1ccc(NC(=O)C(F)(F)F)cc1Br, CSC, C1CCOC1. The product is COc1ccc(NCC(F)(F)F)cc1Br. Reaction SMILES: [BH3:4].[Br:5][c:6]1[cH:7][c:8]([NH:14][C:15]([C:16]([F:17])([F:18])[F:19])=[O:20])[cH:9][cH:10][c:11]1[O:12][CH3:13].[CH3:1][S:2][CH3:3].[O:21]1[CH2:22][CH2:23][CH2:24][CH2:25]1>>[Br:5][c:6]1[cH:7][c:8]([NH:14][CH2:15][C:16]([F:17])([F:18])[F:19])[cH:9][cH:10][c:11]1[O:12][CH3:13]. The reactants are C1(CC1)CN1N=C(C=C(C1=O)COS(=O)(=O)C)C=1C=CC2=C(CCO2)C1 (2-cyclopropylmethyl-6-(2,3-dihydro-1-benzofuran-5-yl)-4-methanesulfonyloxymethyl-2H-pyridazin-3-one), ClC1=CC=C(CN2N=C(C=C(C2=O)CO)C=2C=CC3=C(CCO3)C2)C=C1 (2-(4-chlorobenzyl)-6-(2,3-dihydro-1-benzofuran-5-yl)-4-hydroxymethyl-2H-pyridazin-3-one). Product: ClC1=CC=C(CN2N=C(C=C(C2=O)COS(=O)(=O)C)C=2C=CC3=C(CCO3)C2)C=C1 (2-(4-chlorobenzyl)-6-(2,3-dihydro-1-benzofuran-5-yl)-4-methanesulfonyloxymethyl-2H-pyridazin-3-one). The yield is 96.6%. RXN SMILES: [CH:1]1([CH2:4][N:5]2[C:10](=[O:11])[C:9]([CH2:12][O:13][S:14]([CH3:17])(=[O:16])=[O:15])=[CH:8][C:7]([C:18]3[CH:19]=[CH:20][C:21]4[O:25][CH2:24][CH2:23][C:22]=4[CH:26]=3)=[N:6]2)[CH2:3][CH2:2]1.[Cl:27][C:28]1C=CC(CN2C(=O)C(CO)=CC(C3C=CC4OCCC=4C=3)=N2)=[CH:30][CH:29]=1>>[Cl:27][C:28]1[CH:3]=[CH:2][C:1]([CH2:4][N:5]2[C:10](=[O:11])[C:9]([CH2:12][O:13][S:14]([CH3:17])(=[O:16])=[O:15])=[CH:8][C:7]([C:18]3[CH:19]=[CH:20][C:21]4[O:25][CH2:24][CH2:23][C:22]=4[CH:26]=3)=[N:6]2)=[CH:30][CH:29]=1. Reported procedure: The general procedure of Example 1 (5) was carried out by use of 2-(4-chlorobenzyl)-6-(2,3-dihydro-1-benzofuran-5-yl)-4-hydroxymethyl-2H-pyridazin-3-one, to thereby yield the title compound as a yellow powder (yield: 96.6%). Reactants: CO, CCCCCN1CCN(c2cc(OC)ccc2C2=CCC(C)(C)CC2)CC1, Cl. The product is CCCCCN1CCN(c2cc(OC)ccc2C2CCC(C)(C)CC2)CC1, Cl. RXN SMILES: [CH3:29][OH:30].[CH3:2][C:3]1([CH3:28])[CH2:4][CH:5]=[C:6]([c:9]2[c:10]([N:17]3[CH2:18][CH2:19][N:20]([CH2:23][CH2:24][CH2:25][CH2:26][CH3:27])[CH2:21][CH2:22]3)[cH:11][c:12]([O:15][CH3:16])[cH:13][cH:14]2)[CH2:7][CH2:8]1.[ClH:1]>>[CH3:2][C:3]1([CH3:28])[CH2:4][CH2:5][CH:6]([c:9]2[c:10]([N:17]3[CH2:18][CH2:19][N:20]([CH2:23][CH2:24][CH2:25][CH2:26][CH3:27])[CH2:21][CH2:22]3)[cH:11][c:12]([O:15][CH3:16])[cH:13][cH:14]2)[CH2:7][CH2:8]1.[ClH:1].